From a dataset of the Open Reaction Database (ORD), a public repository of structured organic reaction records. describe an organic reaction: reactants, conditions, products, and yield Starting materials: C(C)C=1C=NC=CC1C=C(CCC1=CC=CC=C1)C (1-(3-ethyl-4-pyridyl)-2-methyl-4-phenyl-1-butene), C(C)C=1C=NC=CC1C=C(CCC1=CC=CC=C1)C (1-(3-ethyl-4-pyridyl)-2-methyl-4-phenyl-1-butene), C1(=CC=CC=C1)C=C(CC(C)C1=C(C=NC=C1)CC)C (1-phenyl-2-methyl-4-(3-ethyl-4-pyridyl)-1-pentene). Product: C(C)C=1C=NC=CC1CC(CCC1=CC=CC=C1)C (1-(3-ethyl-4-pyridyl)-2-methyl-4-phenylbutane). Isolated yield 78.5%. RXN SMILES: [CH2:1]([C:3]1[CH:4]=[N:5][CH:6]=[CH:7][C:8]=1[CH:9]=[C:10]([CH3:19])[CH2:11][CH2:12][C:13]1[CH:18]=[CH:17][CH:16]=[CH:15][CH:14]=1)[CH3:2].C1(C=C(C)CC(C2C=CN=CC=2CC)C)C=CC=CC=1>>[CH2:1]([C:3]1[CH:4]=[N:5][CH:6]=[CH:7][C:8]=1[CH2:9][CH:10]([CH3:19])[CH2:11][CH2:12][C:13]1[CH:18]=[CH:17][CH:16]=[CH:15][CH:14]=1)[CH3:2]. Procedure: The procedure of Example 50 was repeated with the exception that 1.2 g of 1-(3-ethyl-4-pyridyl)-2-methyl-4-phenyl-1-butene (compound 55) obtained in Example 42 was used in place of 1-phenyl-2-methyl-4-(3-ethyl-4-pyridyl)-1-pentene in Example 50, to obtain 0.95 g (yield: 78.4%) of 1-(3-ethyl-4-pyridyl)-2-methyl-4-phenylbutane (hereinafter referred to as compound 100).